describe an organic reaction: reactants, conditions, products, and yield From a dataset of the Open Reaction Database (ORD), a public repository of structured organic reaction records. Reactants: [CH2]C, CCO, Cc1ccccc1, CCCC(CCC(O)c1cc(F)c(C(F)(F)F)c(Cl)c1)C(=O)[O-], Cl. Yields the product CCCC1CCC(c2cc(F)c(C(F)(F)F)c(Cl)c2)OC1=O. RXN SMILES: [CH2:1][CH3:2].[CH3:27][CH2:28][OH:29].[CH3:30][c:31]1[cH:32][cH:33][cH:34][cH:35][cH:36]1.[Cl:3][c:4]1[cH:5][c:6]([CH:15]([CH2:16][CH2:17][CH:18]([C:19](=[O:20])[O-:21])[CH2:22][CH2:23][CH3:24])[OH:25])[cH:7][c:8]([F:14])[c:9]1[C:10]([F:11])([F:12])[F:13].[ClH:26]>>[Cl:3][c:4]1[cH:5][c:6]([CH:15]2[CH2:16][CH2:17][CH:18]([CH2:22][CH2:23][CH3:24])[C:19](=[O:21])[O:25]2)[cH:7][c:8]([F:14])[c:9]1[C:10]([F:11])([F:12])[F:13]. Starting materials: FC1=CC=C(C=C1)[C@@H]1COC2=CC(=CC=C2[C@@H]1C1=CC=C(C=C1)O)OC ((±)-cis-3-(4-fluorophenyl)-4-(4-hydroxyphenyl)-7-methoxy-chromane), C([O-])([O-])=O.[K+].[K+] (potassium carbonate), [I-].[Na+] (sodium iodide), Cl.ClCCN1CCCC1 (1-(2-chloroethyl)pyrrolidine hydrochloride). The solvent is CC(=O)C (acetone). Reaction conditions: temperature 60 celsius. Product: FC1=CC=C(C=C1)[C@@H]1COC2=CC(=CC=C2[C@@H]1C1=CC=C(C=C1)OCCN1CCCC1)OC ((±)-cis-3-(4-Fluorophenyl)- 7-methoxy-4-(4-(2-pyrrolidinoethoxy)phenyl)chromane). Reaction SMILES: [F:1][C:2]1[CH:7]=[CH:6][C:5]([C@H:8]2[C@@H:17]([C:18]3[CH:23]=[CH:22][C:21]([OH:24])=[CH:20][CH:19]=3)[C:16]3[C:11](=[CH:12][C:13]([O:25][CH3:26])=[CH:14][CH:15]=3)[O:10][CH2:9]2)=[CH:4][CH:3]=1.C(=O)([O-])[O-].[K+].[K+].[I-].[Na+].Cl.Cl[CH2:37][CH2:38][N:39]1[CH2:43][CH2:42][CH2:41][CH2:40]1>CC(C)=O>[F:1][C:2]1[CH:7]=[CH:6][C:5]([C@H:8]2[C@@H:17]([C:18]3[CH:23]=[CH:22][C:21]([O:24][CH2:37][CH2:38][N:39]4[CH2:43][CH2:42][CH2:41][CH2:40]4)=[CH:20][CH:19]=3)[C:16]3[C:11](=[CH:12][C:13]([O:25][CH3:26])=[CH:14][CH:15]=3)[O:10][CH2:9]2)=[CH:4][CH:3]=1 |f:1.2.3,4.5,6.7|. Procedure: A mixture of (±)-cis-3-(4-fluorophenyl)-4-(4-hydroxyphenyl)-7-methoxy-chromane, (0.53 g, 1.51 mmol) potassium carbonate, (2.10 g, 15.2 mmol) sodium iodide, (0.01 g, 0.07 mmol) 1-(2-chloroethyl)pyrrolidine hydrochloride, (0.28 g, 1.65 mmol) and acetone, (35 ml) was stirred at 60° C., under reflux, for 24 h. The resulting mixture was filtered and the solvent evaporated to give a colourless gum, which solidified on cooling. The crude solid was recrystallised from aqueous ethanol to give the product... Starting materials: C(C)(C)(C)OC(=O)N1C(C(CCC1)=O)C1=CC=CC=C1 (1-t-butoxycarbonyl-2-phenyl-piperidin-3-one), Example 48a)in, C[Mg]Br (methyl magnesium bromide). Run in O1CCCC1 (tetrahydrofuran). The product is CC1(C(NCCC1)C1=CC=CC=C1)O (3-methyl-2-phenyl piperidin-3-ol). RXN SMILES: C(OC([N:8]1[CH2:13][CH2:12][CH2:11][C:10](=[O:14])[CH:9]1[C:15]1[CH:20]=[CH:19][CH:18]=[CH:17][CH:16]=1)=O)(C)(C)C.[CH3:21][Mg]Br>O1CCCC1>[CH3:21][C:10]1([OH:14])[CH2:11][CH2:12][CH2:13][NH:8][CH:9]1[C:15]1[CH:16]=[CH:17][CH:18]=[CH:19][CH:20]=1. Reported procedure: A solution of 1-t-butoxycarbonyl-2-phenyl-piperidin-3-one (0.57 g, Example 48a)in 5 ml anhydrous tetrahydrofuran at -78° C. was treated with methyl magnesium bromide (1.6 ml of 1.5M solution in toluene-THF). The reaction was partitioned between saturated ammonium chloride-diethyl ether, the organic phase dried and evaporated in vacuo. The residue was chromatographed using 20% ethyl acetate in hexane as eluant to give 1-t-butoxycarbonyl, 3-methyl-2-phenyl piperidin-3-ol as a crystalline solid, m.... Starting materials: OC1(CCN(CC1)C(/C=C/C=1C=C2CCC(NC2=NC1)=O)=O)C=1OC2=C(C1C)C=CC=C2 ((E)-6-(3-(4-hydroxy-4-(3-methylbenzofuran-2-yl)piperidin-1-yl)-3-oxoprop-1-en-1-yl)-3,4-dihydro-1,8-naphthyridin-2(1H)-one), C(=O)(O)[O-].[Na+] (NaHCO3). Solvent: Cl (HCl). Run at temperature 0 celsius, time 6 hour. The product is CC1=C(OC2=C1C=CC=C2)C2=CCN(CC2)C(/C=C/C=2C=C1CCC(NC1=NC2)=O)=O ((E)-6-(3-(4-(3-methylbenzofuran-2-yl)-5,6-dihydropyridin-1(2H)-yl)-3-oxoprop-1-en-1-yl)-3,4-dihydro-1,8-naphthyridin-2(1H)-one). Isolated yield 33.0%. Reaction SMILES: O[C:2]1([C:23]2[O:24][C:25]3[CH:32]=[CH:31][CH:30]=[CH:29][C:26]=3[C:27]=2[CH3:28])[CH2:7][CH2:6][N:5]([C:8](=[O:22])/[CH:9]=[CH:10]/[C:11]2[CH:12]=[C:13]3[C:18](=[N:19][CH:20]=2)[NH:17][C:16](=[O:21])[CH2:15][CH2:14]3)[CH2:4][CH2:3]1.C([O-])(O)=O.[Na+]>Cl>[CH3:28][C:27]1[C:26]2[CH:29]=[CH:30][CH:31]=[CH:32][C:25]=2[O:24][C:23]=1[C:2]1[CH2:7][CH2:6][N:5]([C:8](=[O:22])/[CH:9]=[CH:10]/[C:11]2[CH:12]=[C:13]3[C:18](=[N:19][CH:20]=2)[NH:17][C:16](=[O:21])[CH2:15][CH2:14]3)[CH2:4][CH:3]=1 |f:1.2|. Procedure: A solution of 3d (50 mg, 0.11 mmol) in 10% HCl solution (5 ml) was stirred at 100° C. for 6 h. The progress of the reaction was monitored by TLC. After 6 h of stirring, the mixture was cooled to 0° C. and basified with NaHCO3 solution. The resultant solid was filtered, washed with water and dried under vacuum for 16 h. The crude compound was purified by column chromatography using a mixture of 1% methanol/chloroform as an eluent to get the desired compound-3 as a pale brown solid (15 mg, 33%). 1... The reactants are CNC(=S)NCCSCC1=NOC=C1 (N-methyl-N'-[2-(3-isoxazolylmethylthio)ethyl]thiourea), N#CN.[Pb] (lead cyanamide). Yields the product O1N=C(C=C1)CSCCN=C(N)N (2-(2-(3-isoxazolylmethylthio)ethyl]guanidine). As a reaction SMILES: C[NH:2][C:3]([NH:5][CH2:6][CH2:7][S:8][CH2:9][C:10]1[CH:14]=[CH:13][O:12][N:11]=1)=S.[N:15]#CN.[Pb]>>[O:12]1[CH:13]=[CH:14][C:10]([CH2:9][S:8][CH2:7][CH2:6][N:5]=[C:3]([NH2:15])[NH2:2])=[N:11]1 |f:1.2,^3:17|. Procedure details: Reaction of N-methyl-N'-[2-(3-isoxazolylmethylthio)ethyl]thiourea with lead cyanamide by the procedure of Example 121 gives N-cyano-N'-methyl-N"-[2-(2-(3-isoxazolylmethylthio)ethyl]guanidine. Starting materials: C(C)(C)(C)OC(CNC1=C(C=C(C=C1)C#N)NC(COC1=CC=C(C=C1)OC1CCN(CC1)C(=O)OC(C)(C)C)=O)=O (N-[4-cyano-2-[4-(1-tert-butoxycarbonylpiperidin-4-yloxy)phenoxyacetamido]phenyl]glycine tert-butyl ester). Solvent: C(C)(=O)O (acetic acid). Run at time 30 minute. Yields the product C(#N)C1=CC(=C(C=C1)NCC(=O)O)NC(COC1=CC=C(C=C1)OC1CCNCC1)=O (N-[4-cyano-2-[4-(piperidin-4-yloxy)phenoxyacetamido]phenyl]glycine). Isolated yield 69.9%. RXN SMILES: C([O:5][C:6](=[O:42])[CH2:7][NH:8][C:9]1[CH:14]=[CH:13][C:12]([C:15]#[N:16])=[CH:11][C:10]=1[NH:17][C:18](=[O:41])[CH2:19][O:20][C:21]1[CH:26]=[CH:25][C:24]([O:27][CH:28]2[CH2:33][CH2:32][N:31](C(OC(C)(C)C)=O)[CH2:30][CH2:29]2)=[CH:23][CH:22]=1)(C)(C)C>C(O)(=O)C>[C:15]([C:12]1[CH:13]=[CH:14][C:9]([NH:8][CH2:7][C:6]([OH:42])=[O:5])=[C:10]([NH:17][C:18](=[O:41])[CH2:19][O:20][C:21]2[CH:26]=[CH:25][C:24]([O:27][CH:28]3[CH2:33][CH2:32][NH:31][CH2:30][CH2:29]3)=[CH:23][CH:22]=2)[CH:11]=1)#[N:16]. Procedure details: A solution of N-[4-cyano-2-[4-(1-tert-butoxycarbonylpiperidin-4-yloxy)phenoxyacetamido]phenyl]glycine tert-butyl ester (16.91 g) in acetic acid (500 ml) was stirred at 75° C. for 12 hours. The solvent was evaporated and to the obtained residue was added trifluoroacetic acid (100 ml), and the mixture was stirred at room temperature for 30 min. After completion of the reaction, the solvent was evaporated. To the obtained residue was added ice and then aqueous sodium hydroxide solution and the resu...